describe an organic reaction: reactants, conditions, products, and yield From a dataset of the Open Reaction Database (ORD), a public repository of structured organic reaction records. Starting materials: CCCCSc1ccc2[nH]c3cc(C(=O)O)nn3c(=O)c2c1, [Na+], [OH-], O. Yields the product CCCCS(=O)c1ccc2[nH]c3cc(C(=O)O)nn3c(=O)c2c1. As a reaction SMILES: [CH2:1]([CH2:2][CH2:3][CH3:4])[S:5][c:6]1[cH:7][c:8]2[c:9](=[O:22])[n:10]3[c:11]([nH:12][c:13]2[cH:14][cH:15]1)[cH:16][c:17]([C:19](=[O:20])[OH:21])[n:18]3.[Na+:24].[OH-:23].[OH2:25]>>[CH2:1]([CH2:2][CH2:3][CH3:4])[S:5]([c:6]1[cH:7][c:8]2[c:9](=[O:22])[n:10]3[c:11]([nH:12][c:13]2[cH:14][cH:15]1)[cH:16][c:17]([C:19](=[O:20])[OH:21])[n:18]3)=[O:23]. Starting materials: C(CCC)C1=CC(=C(N)C=C1)[N+](=O)[O-] (4-n-Butyl-2-nitroaniline), [H][H] (hydrogen). The reagents and catalysts are [Pt]=O (platinum oxide). The solvent is C(C)O (ethanol). Yields the product C(CCC)C1=CC(=C(C=C1)N)N (4-n-butyl-1,2-phenylenediamine). Reaction SMILES: [CH2:1]([C:5]1[CH:11]=[CH:10][C:8]([NH2:9])=[C:7]([N+:12]([O-])=O)[CH:6]=1)[CH2:2][CH2:3][CH3:4].[H][H]>[Pt]=O.C(O)C>[CH2:1]([C:5]1[CH:11]=[CH:10][C:8]([NH2:9])=[C:7]([NH2:12])[CH:6]=1)[CH2:2][CH2:3][CH3:4]. Procedure details: 4-n-Butyl-2-nitroaniline (12.5 g, 0.065 mole), platinum oxide (0.75 g) and ethanol (125 ml) were mixed together and shaken in an atmosphere of hydrogen at atmospheric pressure and laboratory temperature. After six hours 5.2 liters of hydrogen had been absorbed. The mixture was filtered and ethanol removed from the filtrate by distillation. Benzene (40 ml) was added to the residual oil and this was then also removed by distillation. The crude 4-n-butyl-1,2-phenylenediamine thus obtained was used ... The reactants are C(C)N(C(C)C)C(C)C (N-ethyldiisopropylamine), C(C)OC(CNC(C1=CC=CC=C1)C1=CC=C(C=C1)Cl)=O ((RS)-{[(4-Chloro-phenyl)-phenyl-methyl]-amino}-acetic acid ethyl ester), ClC(=O)OCC=C (allyl chloroformate). Run in C(Cl)Cl (DCM), C(Cl)Cl (DCM). Conditions: temperature 20 celsius, time 16 hour. The product is C(C)OC(CN(C(C1=CC=CC=C1)C1=CC=C(C=C1)Cl)C(=O)OCC=C)=O ((RS)-{Allyloxycarbonyl-[(4-chloro-phenyl)-phenyl-methyl]-amino}-acetic acid ethyl ester). The yield is 79.1%. RXN SMILES: [CH2:1]([O:3][C:4](=[O:21])[CH2:5][NH:6][CH:7]([C:14]1[CH:19]=[CH:18][C:17]([Cl:20])=[CH:16][CH:15]=1)[C:8]1[CH:13]=[CH:12][CH:11]=[CH:10][CH:9]=1)[CH3:2].C(N(C(C)C)C(C)C)C.Cl[C:32]([O:34][CH2:35][CH:36]=[CH2:37])=[O:33]>C(Cl)Cl>[CH2:1]([O:3][C:4](=[O:21])[CH2:5][N:6]([C:32]([O:34][CH2:35][CH:36]=[CH2:37])=[O:33])[CH:7]([C:14]1[CH:15]=[CH:16][C:17]([Cl:20])=[CH:18][CH:19]=1)[C:8]1[CH:13]=[CH:12][CH:11]=[CH:10][CH:9]=1)[CH3:2]. Reported procedure: (RS)-{[(4-Chloro-phenyl)-phenyl-methyl]-amino}-acetic acid ethyl ester (18 g, 59 mmol) was dissolved under nitrogen in DCM (1500 mL), N-ethyldiisopropylamine (12.2 mL, 71 mmol) was added, cooled in ice and treated with a solution of allyl chloroformate (6.4 mL, 71 mmol) in DCM (50 mL). Stirring at 20° C. was continued for 16 h. The solution was extracted with 1 M citric acid (200 mL) and 50% NaCl solution. The crude product was purified by chromatography on silica gel in heptane with a gradient ... Reactants: C1(=CC=CC=C1)P(C1=CC=CC=C1)C1=CC=CC=C1 (triphenyl phosphine), FC1=C(C=C(C=C1)F)O (2,5-difluorophenol), C(C)OC(=O)N=NC(=O)OCC (diethylazocarboxylate), OC[C@@H](C)N1C(C2=CC=CC=C2C1=O)=O ((R)-2-(2-Hydroxy-1-methylethyl)-1H-isoindole 1,3(2H)-dione). Run in C1CCOC1 (THF). Run at time 8 hour. Yields the product FC1=C(OC[C@@H](C)N2C(C3=CC=CC=C3C2=O)=O)C=C(C=C1)F ((R)-2-[2-(2,5-difluorophenoxy)-1-methylethyl]-1H-isoindole-1,3(2H)-dione). Reaction SMILES: [OH:1][CH2:2][C@H:3]([N:5]1[C:13](=[O:14])[C:12]2[C:7](=[CH:8][CH:9]=[CH:10][CH:11]=2)[C:6]1=[O:15])[CH3:4].C1(P(C2C=CC=CC=2)C2C=CC=CC=2)C=CC=CC=1.[F:35][C:36]1[CH:41]=[CH:40][C:39]([F:42])=[CH:38][C:37]=1O.C(OC(N=NC(OCC)=O)=O)C>C1COCC1>[F:35][C:36]1[CH:41]=[CH:40][C:39]([F:42])=[CH:38][C:37]=1[O:1][CH2:2][C@H:3]([N:5]1[C:13](=[O:14])[C:12]2[C:7](=[CH:8][CH:9]=[CH:10][CH:11]=2)[C:6]1=[O:15])[CH3:4]. Procedure details: (R)-2-(2-Hydroxy-1-methylethyl)-1H-isoindole 1,3(2H)-dione (Becker, Y. J. J. Org. Chem. 1980, 45, 2145–51) was diluted with 40 mL THF then treated in order with 7.0 g triphenyl phosphine, 4.0 g of 2,5-difluorophenol and finally with 5.0 mL of diethylazocarboxylate. The reaction became warm to the point of reflux and was allowed to cool to room temperature and stirred at room temperature overnight. The solvent was removed in vacuo and the resulting brown oil was taken up in ethyl acetate (EtOAc).... The reactants are C(C)(=O)OC1CCCC2=CN=C3C=C(C=CC3=C12)OCC1=CC=CC=C1 (10-Acetoxy-3-benzyloxy-7,8,9,10-tetrahydrophenanthridine), C(=O)([O-])[O-].[K+].[K+] (K2CO3). Run in CO (MeOH). Run at temperature 25 celsius, time 3 hour. The product is C(C1=CC=CC=C1)OC=1C=CC2=C3C(CCCC3=CN=C2C1)O (3-Benzyloxy-10-hydroxy-7,8,9,10-tetrahydrophenanthridine). Isolated yield 98.2%. RXN SMILES: C([O:4][CH:5]1[C:18]2[C:9](=[CH:10][N:11]=[C:12]3[C:17]=2[CH:16]=[CH:15][C:14]([O:19][CH2:20][C:21]2[CH:26]=[CH:25][CH:24]=[CH:23][CH:22]=2)=[CH:13]3)[CH2:8][CH2:7][CH2:6]1)(=O)C.C([O-])([O-])=O.[K+].[K+]>CO>[CH2:20]([O:19][C:14]1[CH:15]=[CH:16][C:17]2[C:12]([CH:13]=1)=[N:11][CH:10]=[C:9]1[C:18]=2[CH:5]([OH:4])[CH2:6][CH2:7][CH2:8]1)[C:21]1[CH:26]=[CH:25][CH:24]=[CH:23][CH:22]=1 |f:1.2.3|. Procedure details: To a solution of Compound 223 (1.425 g, 4.10 mmol) in MeOH (25 mL) was added solid K2CO3 (120 mg, 0.87 mmol) followed by stirring at 25° C. for three hours. The solvent was removed in vacuo, the residue was purified by passing through a short column (silica gel, elution with ethyl ether) to furnish Compound 224 (1.23 g, 98 percent): white crystalline solid; mp 155°-157° C. (from CH2Cl2 -Et2O); Rf =0.12 (silica, 33 percent ethyl ether in benzene); IR (CHCl3) νmax 3602, 2948, 1620, 1507, 1455, 134...